From a dataset of the Open Reaction Database (ORD), a public repository of structured organic reaction records. describe an organic reaction: reactants, conditions, products, and yield Reactants: C1COCCO1, CNC, O=C(NCC#CCCl)C(O)(c1ccccc1)C1CCCCC1, [I-], [Na+]. Yields the product CN(C)CC#CCNC(=O)C(O)(c1ccccc1)C1CCCCC1. Reaction SMILES: [CH2:28]1[O:29][CH2:30][CH2:31][O:32][CH2:33]1.[CH3:25][NH:26][CH3:27].[Cl:1][CH2:2][C:3]#[C:4][CH2:5][NH:6][C:7]([C:8]([c:9]1[cH:10][cH:11][cH:12][cH:13][cH:14]1)([OH:15])[CH:16]1[CH2:17][CH2:18][CH2:19][CH2:20][CH2:21]1)=[O:22].[I-:24].[Na+:23]>>[CH2:2]([C:3]#[C:4][CH2:5][NH:6][C:7]([C:8]([c:9]1[cH:10][cH:11][cH:12][cH:13][cH:14]1)([OH:15])[CH:16]1[CH2:17][CH2:18][CH2:19][CH2:20][CH2:21]1)=[O:22])[N:26]([CH3:25])[CH3:27].